From a dataset of the Open Reaction Database (ORD), a public repository of structured organic reaction records. describe an organic reaction: reactants, conditions, products, and yield The reactants are CCOC=C(C#N)C(=O)NC(=O)OCC, CCO, Nc1ccc(C(F)(F)F)cc1. The product is CCOC(=O)NC(=O)C(C#N)=CNc1ccc(C(F)(F)F)cc1. As a reaction SMILES: [C:1](#[N:2])[C:3]([C:4](=[O:5])[NH:6][C:7](=[O:8])[O:9][CH2:10][CH3:11])=[CH:12][O:13][CH2:14][CH3:15].[CH3:27][CH2:28][OH:29].[F:16][C:17]([c:18]1[cH:19][cH:20][c:21]([NH2:22])[cH:23][cH:24]1)([F:25])[F:26]>>[C:1](#[N:2])[C:3]([C:4](=[O:5])[NH:6][C:7](=[O:8])[O:9][CH2:10][CH3:11])=[CH:12][NH:22][c:21]1[cH:20][cH:19][c:18]([C:17]([F:16])([F:25])[F:26])[cH:24][cH:23]1. Starting materials: C(=O)C1=C(C=CC=C1)C1=CC=CC=C1 (2-formyl-1,1'-biphenyl), Cl.CN(CCC[Mg]Cl)C (3-dimethylaminopropyl magnesium chloride hydrochloride). The product is [Cl-].C[NH+](C)CCCC(C1=C(C=CC=C1)C1=CC=CC=C1)O (N,N-dimethyl-4-hydroxy-4-(1,1'-biphenyl-2-yl)butylaminium chloride). RXN SMILES: [CH:1]([C:3]1[CH:8]=[CH:7][CH:6]=[CH:5][C:4]=1[C:9]1[CH:14]=[CH:13][CH:12]=[CH:11][CH:10]=1)=[O:2].Cl.[CH3:16][N:17]([CH3:23])[CH2:18][CH2:19][CH2:20][Mg][Cl:22]>>[Cl-:22].[CH3:16][NH+:17]([CH2:18][CH2:19][CH2:20][CH:1]([OH:2])[C:3]1[CH:8]=[CH:7][CH:6]=[CH:5][C:4]=1[C:9]1[CH:14]=[CH:13][CH:12]=[CH:11][CH:10]=1)[CH3:23] |f:1.2,3.4|. Procedure: By a similar procedure, 2-formyl-1,1'-biphenyl was reacted with 3-dimethylaminopropyl magnesium chloride hydrochloride to provide N,N-dimethyl-4-hydroxy-4-(1,1'-biphenyl-2-yl)butylaminium chloride. M.P. 161°-164° C. Reactants: C[Si](C)(C)C=[N+]=[N-] ((Trimethylsilyl)diazomethane), CC(CC(C#CC(=O)OCC)=O)C (ethyl 6-methyl-4-oxo-2-heptynoate). As a reaction SMILES: C[Si]([CH:5]=[N+:6]=[N-:7])(C)C.[CH3:8][CH:9]([CH3:20])[CH2:10][C:11](=[O:19])[C:12]#[C:13][C:14]([O:16][CH2:17][CH3:18])=[O:15]>>[CH3:8][CH:9]([CH3:20])[CH2:10][C:11]([C:12]1[NH:7][N:6]=[CH:5][C:13]=1[C:14]([O:16][CH2:17][CH3:18])=[O:15])=[O:19]. Reported procedure: (Trimethylsilyl)diazomethane (2.0M in hexanes, 25 ml) was added slowly with stirring under nitrogen to ethyl 6-methyl-4-oxo-2-heptynoate (7.0 g) in drytetrahydrofuran (20 ml) in a cold water bath. After 16 hours the reaction was evaporated to an oil, which was subjected to chromatography on silica (ethyl acetate/isohexane 1:2) to give the first eluted product, ethyl 5-(3-methyl-1-oxobutyl)-1H-pyrazole4-carboxylate (2.33 g). Product: CC(CC(=O)C1=C(C=NN1)C(=O)OCC)C (ethyl 5-(3-methyl-1-oxobutyl)-1H-pyrazole4-carboxylate). Reactants: CS(=O)(=O)O.C(CC)OC1=C(C(=N)N)C=CC=C1 (2-propoxybenzamidine methanesulfonate), [OH-].[Na+] (sodium hydroxide), ethyl 4-oxalacetate, O (water). Product: OC1=CC(=NC(=N1)C1=C(C=CC=C1)OCCC)C(=O)O (6-Hydroxy-2-(2-propoxyphenyl)pyrimidine-4-carboxylic acid). RXN SMILES: CS(O)(=O)=O.[CH2:6]([O:9][C:10]1[CH:18]=[CH:17][CH:16]=[CH:15][C:11]=1[C:12]([NH2:14])=[NH:13])[CH2:7][CH3:8].[OH-:19].[Na+].[OH2:21]>>[OH:19][C:16]1[N:14]=[C:12]([C:11]2[CH:15]=[CH:16][CH:17]=[CH:18][C:10]=2[O:9][CH2:6][CH2:7][CH3:8])[N:13]=[C:11]([C:10]([OH:9])=[O:21])[CH:15]=1 |f:0.1,2.3|. Reported procedure: A solution of 2-propoxybenzamidine methanesulfonate (2.9 g), 10% sodium hydroxide (4 ml) and ethyl 4-oxalacetate (1.6 g ) in water (8 ml) was stirred at ambient temperature for 42 hours. The reaction mixture was evaporated to dryness to yield a crude product which was washed with dilute hydrochloric acid and water to yield the title compound, 0.82 g, m.p. 179.5°-181.5° C. A sample (0.4 g) was recrystallized from ethanol to yield the pure title compound, 0.24 g, m.p. 184°-5° C. Reactants: COc1ccc(CCN2CC(OC(=O)c3ccccc3)CC2CN2c3ccccc3COc3ccccc32)cc1, CO, [Na+], [OH-]. The product is COc1ccc(CCN2CC(O)CC2CN2c3ccccc3COc3ccccc32)cc1. As a reaction SMILES: [C:1](=[O:2])([c:3]1[cH:4][cH:5][cH:6][cH:7][cH:8]1)[O:9][CH:10]1[CH2:11][CH:12]([CH2:25][N:26]2[c:27]3[c:28]([cH:37][cH:38][cH:39][cH:40]3)[O:29][CH2:30][c:31]3[c:32]2[cH:33][cH:34][cH:35][cH:36]3)[N:13]([CH2:15][CH2:16][c:17]2[cH:18][cH:19][c:20]([O:23][CH3:24])[cH:21][cH:22]2)[CH2:14]1.[CH3:43][OH:44].[Na+:42].[OH-:41]>>[OH:9][CH:10]1[CH2:11][CH:12]([CH2:25][N:26]2[c:27]3[c:28]([cH:37][cH:38][cH:39][cH:40]3)[O:29][CH2:30][c:31]3[c:32]2[cH:33][cH:34][cH:35][cH:36]3)[N:13]([CH2:15][CH2:16][c:17]2[cH:18][cH:19][c:20]([O:23][CH3:24])[cH:21][cH:22]2)[CH2:14]1. Yields the product NC1=CC=NC2=C(C=CC=C12)F (4-Amino-8-fluoroquinoline). RXN SMILES: [N:1]([C:4]1[C:13]2[C:8](=[C:9]([F:14])[CH:10]=[CH:11][CH:12]=2)[N:7]=[CH:6][CH:5]=1)=[N+]=[N-].[BH4-].[Na+].[H-]>C(O)C>[NH2:1][C:4]1[C:13]2[C:8](=[C:9]([F:14])[CH:10]=[CH:11][CH:12]=2)[N:7]=[CH:6][CH:5]=1 |f:1.2|. Solvent: C(C)O (ethanol). Procedure details: To a solution at 15°-20° C of 4-azido-8-fluoroquinoline in 12 mL of absolute ethanol was added a portion of 0.57g (0.015 mol) of sodium borohydride. A powerful exotherm with vigorous evolution of gas was observed. The solution was cooled in ice and the remainder of the hydride was added in small portions within five minutes. The ice bath was then is removed. After about two hours, the mixture was poured into about 200 mL of ice water. The precipitate was collected and air dried overnight. Yield ... Reaction conditions: time 2 hour. Reactants: N(=[N+]=[N-])C1=CC=NC2=C(C=CC=C12)F (4-azido-8-fluoroquinoline), [BH4-].[Na+] (sodium borohydride), [H-] (hydride). Starting materials: C1(=C(C=CC=C1)N1CCNCC1)C1=CC=CC=C1 (1-(biphenyl-2-yl)piperazine), C1(=C(C=CC=C1)CN1CCN(CC1)C1=CC=CC=C1)C1=CC=CC=C1 (1-(biphenyl-2-ylmethyl)-4-phenylpiperazine), C=1(C(=CC=CC1)C=O)C1=CC=CC=C1 (biphenyl-2-carbaldehyde), [BH-](OC(=O)C)(OC(=O)C)OC(=O)C.[Na+] (NaBH(OAc)3). Yields the product C1(=C(C=CC=C1)CN1CCN(CC1)C1=C(C=CC=C1)C1=CC=CC=C1)C1=CC=CC=C1 (1-(biphenyl-2-ylmethyl)-4-(biphenyl-2-yl)piperazine). Reaction SMILES: [C:1]1([C:13]2[CH:18]=[CH:17][CH:16]=[CH:15][CH:14]=2)[CH:6]=[CH:5][CH:4]=[CH:3][C:2]=1[N:7]1[CH2:12][CH2:11][NH:10][CH2:9][CH2:8]1.[C:19]1([C:27]2[CH:32]=[CH:31][CH:30]=[CH:29][CH:28]=2)[C:20]([CH:25]=O)=[CH:21][CH:22]=[CH:23][CH:24]=1.[BH-](OC(C)=O)(OC(C)=O)OC(C)=O.[Na+].C1(C2C=CC=CC=2)C=CC=CC=1CN1CCN(C2C=CC=CC=2)CC1>>[C:19]1([C:27]2[CH:28]=[CH:29][CH:30]=[CH:31][CH:32]=2)[CH:24]=[CH:23][CH:22]=[CH:21][C:20]=1[CH2:25][N:10]1[CH2:9][CH2:8][N:7]([C:2]2[CH:3]=[CH:4][CH:5]=[CH:6][C:1]=2[C:13]2[CH:14]=[CH:15][CH:16]=[CH:17][CH:18]=2)[CH2:12][CH2:11]1 |f:2.3|. Procedure: 148 mg of the target compound (0.37 mmol, 66.5%) was obtained using 1-(biphenyl-2-yl)piperazine (260 mg, 1.09 mmol), biphenyl-2-carbaldehyde (100 mg, 0.55 mmol) and NaBH(OAc)3 (355 mg, 1.65 mmol) according to the synthesis method of Compound 1.